Dataset: the Open Reaction Database (ORD), a public repository of structured organic reaction records. Task: describe an organic reaction: reactants, conditions, products, and yield The reactants are product, C(C)OP(=O)(C(C(=O)OCC)CC(C)C)OCC (ethyl 2-(diethoxyphosphinyl)-4-methylpentanoate), C=O (formaldehyde), C([O-])([O-])=O.[K+].[K+] (potassium carbonate), O (water). Run in C(C)OCC (diethyl ether). The product is CC(CC(C(=O)OCC)=C)C (Ethyl 4-methyl-2-methylenepentanoate). Isolated yield 63.3%. Reaction SMILES: C(OP(OCC)([CH:6]([CH2:12][CH:13]([CH3:15])[CH3:14])[C:7]([O:9][CH2:10][CH3:11])=[O:8])=O)C.C=O.[C:21](=O)([O-])[O-].[K+].[K+].O>C(OCC)C>[CH3:15][CH:13]([CH3:14])[CH2:12][C:6](=[CH2:21])[C:7]([O:9][CH2:10][CH3:11])=[O:8] |f:2.3.4|. Reported procedure: A mixture of 19 g (67.9 mmol) of ethyl 2-(diethoxyphosphinyl)-4-methylpentanoate, 27 ml (360.3 mmol) of formaldehyde and 28 g (202.6 mmol) of potassium carbonate is maintained at reflux for 3 hours. A mixture of water and diethyl ether is added. The aqueous phase is extracted with diethyl ether. The combined organic phases are washed with water, dried over sodium sulphate, filtered and evaporated under reduced pressure. The residue is distilled under reduced pressure. 6.7 g of product are recove... The reactants are CS(=O)CC(=O)c1[nH]c2cc(Br)c(Cl)cc2c1-c1ccccc1, ClC(Cl)Cl, O=C(OO)c1cccc(Cl)c1. Yields the product CS(=O)(=O)CC(=O)c1[nH]c2cc(Br)c(Cl)cc2c1-c1ccccc1. Reaction SMILES: [Br:1][c:2]1[c:3]([Cl:23])[cH:4][c:5]2[c:6](-[c:17]3[cH:18][cH:19][cH:20][cH:21][cH:22]3)[c:7]([C:11]([CH2:12][S:13](=[O:14])[CH3:15])=[O:16])[nH:8][c:9]2[cH:10]1.[CH:35]([Cl:36])([Cl:37])[Cl:38].[Cl:24][c:25]1[cH:26][cH:27][cH:28][c:29]([C:30]([O:31][OH:33])=[O:32])[cH:34]1>>[Br:1][c:2]1[c:3]([Cl:23])[cH:4][c:5]2[c:6](-[c:17]3[cH:18][cH:19][cH:20][cH:21][cH:22]3)[c:7]([C:11]([CH2:12][S:13](=[O:14])([CH3:15])=[O:32])=[O:16])[nH:8][c:9]2[cH:10]1.